This data is from the Open Reaction Database (ORD), a public repository of structured organic reaction records. The task is: describe an organic reaction: reactants, conditions, products, and yield Reactants: [BH4-], CCO, Clc1ccc(C2NCCS2)cn1, [Na+]. Product: SCCNCc1ccc(Cl)nc1. As a reaction SMILES: [BH4-:16].[CH3:13][CH2:14][OH:15].[Cl:1][c:2]1[n:3][cH:4][c:5]([CH:8]2[S:9][CH2:10][CH2:11][NH:12]2)[cH:6][cH:7]1.[Na+:17]>>[Cl:1][c:2]1[n:3][cH:4][c:5]([CH2:8][NH:12][CH2:11][CH2:10][SH:9])[cH:6][cH:7]1.